This data is from the Open Reaction Database (ORD), a public repository of structured organic reaction records. The task is: describe an organic reaction: reactants, conditions, products, and yield Reactants: CN1CCCC1=O, ClCCl, CN(C)C1(C(N)c2ccccc2)CCCC1, On1nnc2ccccc21, O=C(O)c1c(Cl)cccc1Cl. Yields the product CN(C)C1(C(NC(=O)c2c(Cl)cccc2Cl)c2ccccc2)CCCC1. As a reaction SMILES: [CH3:41][N:42]1[CH2:43][CH2:44][CH2:45][C:46]1=[O:47].[Cl:38][CH2:39][Cl:40].[NH2:22][CH:23]([C:24]1([N:29]([CH3:30])[CH3:31])[CH2:25][CH2:26][CH2:27][CH2:28]1)[c:32]1[cH:33][cH:34][cH:35][cH:36][cH:37]1.[OH:12][n:13]1[c:14]2[cH:15][cH:16][cH:17][cH:18][c:19]2[n:20][n:21]1.[OH:1][C:2](=[O:3])[c:4]1[c:5]([Cl:6])[cH:7][cH:8][cH:9][c:10]1[Cl:11]>>[C:2](=[O:3])([c:4]1[c:5]([Cl:6])[cH:7][cH:8][cH:9][c:10]1[Cl:11])[NH:22][CH:23]([C:24]1([N:29]([CH3:30])[CH3:31])[CH2:25][CH2:26][CH2:27][CH2:28]1)[c:32]1[cH:33][cH:34][cH:35][cH:36][cH:37]1.